This data is from the Open Reaction Database (ORD), a public repository of structured organic reaction records. The task is: describe an organic reaction: reactants, conditions, products, and yield Starting materials: ClC1=C(C=CC(=C1)OC1OCCCC1)N1CCN(CC1)C(=O)OC(C)(C)C (tert-butyl 4-[2-chloro-4-(tetrahydropyran-2-yloxy)phenyl]piperazine-1-carboxylate), C1(=CC=C(C=C1)S(=O)(=O)[O-])C.[NH+]1=CC=CC=C1 (pyridinium p-toluene sulfonate). Run in C(C)O (ethanol). Product: ClC1=C(C=CC(=C1)O)N1CCN(CC1)C(=O)OC(C)(C)C (tert-butyl 4-(2-chloro-4-hydroxyphenyl)piperazine-1-carboxylate). Isolated yield 72.0%. RXN SMILES: [Cl:1][C:2]1[CH:7]=[C:6]([O:8]C2CCCCO2)[CH:5]=[CH:4][C:3]=1[N:15]1[CH2:20][CH2:19][N:18]([C:21]([O:23][C:24]([CH3:27])([CH3:26])[CH3:25])=[O:22])[CH2:17][CH2:16]1.C1(C)C=CC(S([O-])(=O)=O)=CC=1.[NH+]1C=CC=CC=1>C(O)C>[Cl:1][C:2]1[CH:7]=[C:6]([OH:8])[CH:5]=[CH:4][C:3]=1[N:15]1[CH2:20][CH2:19][N:18]([C:21]([O:23][C:24]([CH3:27])([CH3:26])[CH3:25])=[O:22])[CH2:17][CH2:16]1 |f:1.2|. Procedure details: A mixture of tert-butyl 4-[2-chloro-4-(tetrahydropyran-2-yloxy)phenyl]piperazine-1-carboxylate (4.73 g, 11.9 mmol) prepared in Reference Example 193 and a catalytic amount of pyridinium p-toluene sulfonate in ethanol (50 ml) was stirred at 70° C. for 1 hour. The reaction mixture was concentrated under reduced pressure, and methylene chloride and saturated sodium hydrogencarbonate aqueous solution were added to the residue, which was stirred for a while. The resulting precipitates were collected ... Starting materials: N#CC(Cc1cccc2c1OCO2)C(=O)O, CN(C)C=O, O. Reaction SMILES: [C:1](#[N:2])[CH:3]([C:4]([OH:5])=[O:6])[CH2:7][c:8]1[c:9]2[c:10]([cH:11][cH:12][cH:13]1)[O:14][CH2:15][O:16]2.[CH3:17][N:18]([CH3:19])[CH:20]=[O:21].[OH2:22]>>[C:1](#[N:2])[CH2:3][CH2:7][c:8]1[c:9]2[c:10]([cH:11][cH:12][cH:13]1)[O:14][CH2:15][O:16]2. The product is N#CCCc1cccc2c1OCO2. Starting materials: COC(=O)CCC(C#N)(CCC(=O)OC)c1ccc(OC)c(OC(F)F)c1, COCCOC, [H-], [Na+]. Product: COC(=O)C1CC(C#N)(c2ccc(OC)c(OC(F)F)c2)CCC1=O. Reaction SMILES: [C:3](#[N:4])[C:5]([CH2:6][CH2:7][C:8]([O:10][CH3:9])=[O:11])([CH2:12][CH2:13][C:14](=[O:15])[O:16][CH3:17])[c:18]1[cH:19][c:20]([O:26][CH:27]([F:28])[F:29])[c:21]([O:24][CH3:25])[cH:22][cH:23]1.[CH3:30][O:31][CH2:32][CH2:33][O:34][CH3:35].[H-:1].[Na+:2]>>[C:3](#[N:4])[C:5]1([c:18]2[cH:19][c:20]([O:26][CH:27]([F:28])[F:29])[c:21]([O:24][CH3:25])[cH:22][cH:23]2)[CH2:6][CH2:7][C:8](=[O:10])[CH:13]([C:14](=[O:15])[O:16][CH3:17])[CH2:12]1. Reactants: 17.5, COC1=CC=C(C=C1)NNC(N)=S (2-(4-methoxyphenyl)hydrazinecarbothioamide), C(C)(=O)OC(C)=O (acetic acid anhydride), CC1=C(C=CC=C1)C (dimethylbenzene), O(C(C)C)C(C)C (2,2'-oxybispropane). Run in O (water). Yields the product 14.5, NC(NN(C(C)=O)C1=CC=C(C=C1)OC)=S (acetic acid 2-(aminothioxomethyl)-1-(4-methoxyphenyl)hydrazide). Yield: 89.0%. RXN SMILES: [CH3:1][O:2][C:3]1[CH:8]=[CH:7][C:6]([NH:9][NH:10][C:11](=[S:13])[NH2:12])=[CH:5][CH:4]=1.[C:14](OC(=O)C)(=[O:16])[CH3:15].CC1C=CC=CC=1C.O(C(C)C)C(C)C>O>[NH2:12][C:11](=[S:13])[NH:10][N:9]([C:6]1[CH:5]=[CH:4][C:3]([O:2][CH3:1])=[CH:8][CH:7]=1)[C:14](=[O:16])[CH3:15]. Reported procedure: A mixture of 17.5 parts of 2-(4-methoxyphenyl)hydrazinecarbothioamide, 10 parts of acetic acid anhydride and 90 parts of dimethylbenzene is stirred and refluxed for one hour. The reaction mixture is allowed to cool to room temperature and 2,2'-oxybispropane and water are added. The precipitated product is filtered off and dried, yielding 14.5 parts (89%) of acetic acid 2-(aminothioxomethyl)-1-(4-methoxyphenyl)hydrazide. Reactants: C(#N)C1(CC(OCC1)C)C1=CC(=CC=C1)SC1=CC=C(C=C1)N1C(=NC=C1)C ((2SR,4RS)-4-cyano-2-methyl-4-[3-[4-(2-methylimidazol-1-yl) phenylthio]phenyl]-3,4,5,6-tetrahydro-2H-pyran), C(#N)C1(CC(OCC1)C)C1=CC(=CC=C1)S[Si](C(C)C)(C(C)C)C(C)C ((2SR,4RS)-4-cyano-2-methyl-4-(3-triisopropylsilylthiophenyl)-3,4,5,6-tetrahydro-2H-pyran), CC1=NN(C(=C1)C)C1=CC=C(C=C1)I (4-(3,5-dimethylpyrazol-1-yl)phenyl iodide), C(#N)C1(CCOCC1)C1=CC(=CC=C1)S[Si](C(C)C)(C(C)C)C(C)C (4-cyano-4-(3-triisopropylsilylthiophenyl)-3,4,5,6-tetrahydro-2H-pyran). Yields the product C(#N)C1(CCOCC1)C1=CC(=CC=C1)SC1=CC=C(C=C1)N1N=C(C=C1C)C (4-Cyano-4-[3-[4-(3,5-dimethylpyrazol-1-yl)phenylthio]phenyl]-3,4,5,6-tetrahydro-2H-pyran). Reaction SMILES: [C:1]([C:3]1([C:10]2[CH:15]=[CH:14][CH:13]=[C:12]([S:16][C:17]3[CH:22]=[CH:21][C:20]([N:23]4C=CN=[C:24]4[CH3:28])=[CH:19][CH:18]=3)[CH:11]=2)[CH2:8][CH2:7][O:6][CH:5](C)[CH2:4]1)#[N:2].[CH3:29][C:30]1[CH:34]=C(C)N(C2C=CC(I)=CC=2)[N:31]=1.C(C1(C2C=CC=C(S[Si](C(C)C)(C(C)C)C(C)C)C=2)CCOCC1)#N.C(C1(C2C=CC=C(S[Si](C(C)C)(C(C)C)C(C)C)C=2)CCOC(C)C1)#N>>[C:1]([C:3]1([C:10]2[CH:15]=[CH:14][CH:13]=[C:12]([S:16][C:17]3[CH:22]=[CH:21][C:20]([N:23]4[C:24]([CH3:28])=[CH:29][C:30]([CH3:34])=[N:31]4)=[CH:19][CH:18]=3)[CH:11]=2)[CH2:8][CH2:7][O:6][CH2:5][CH2:4]1)#[N:2]. Procedure details: The titled compound was prepared according to the procedure described in example 29E for the preparation of (2SR,4RS)-4-cyano-2-methyl-4-[3-[4-(2-methylimidazol-1-yl) phenylthio]phenyl]-3,4,5,6-tetrahydro-2H-pyran using 4-(3,5-dimethylpyrazol-1-yl)phenyl iodide and 4-cyano-4-(3-triisopropylsilylthiophenyl)-3,4,5,6-tetrahydro-2H-pyran in place of 4-(2-methylimidazol-1-yl)phenyl iodide and (2SR,4RS)-4-cyano-2-methyl-4-(3-triisopropylsilylthiophenyl)-3,4,5,6-tetrahydro-2H-pyran, respectively. Starting materials: N(=[N+]=[N-])C[C@@H](CC1=CC=CC=C1)N ((R)-2-azido-1-benzylethylamine), OC1=C(N(C2=CC=CC=C12)C)C(=O)O (hydroxy-1-methyl-1H-indole-2-carboxylic acid), CO (MeOH). Product: N(=[N+]=[N-])C[C@@H](CC1=CC=CC=C1)NC(=O)C=1N(C2=CC=CC(=C2C1)O)C ((R)-N-(2-Azido-1-benzylethyl)-4-hydroxy-1-methyl-1H-indole-2-carboxamide). Reaction SMILES: [N:1]([CH2:4][C@H:5]([NH2:13])[CH2:6][C:7]1[CH:12]=[CH:11][CH:10]=[CH:9][CH:8]=1)=[N+:2]=[N-:3].O[C:15]1[C:23]2[C:18](=[CH:19][CH:20]=[CH:21][CH:22]=2)[N:17]([CH3:24])[C:16]=1[C:25]([OH:27])=O.C[OH:29]>>[N:1]([CH2:4][C@H:5]([NH:13][C:25]([C:16]1[N:17]([CH3:24])[C:18]2[C:23]([CH:15]=1)=[C:22]([OH:29])[CH:21]=[CH:20][CH:19]=2)=[O:27])[CH2:6][C:7]1[CH:12]=[CH:11][CH:10]=[CH:9][CH:8]=1)=[N+:2]=[N-:3]. Procedure details: From (R)-2-azido-1-benzylethylamine (prepared as described by Horwell, et al., J. Med. Chem., 1991, 404-414) and 4 hydroxy-1-methyl-1H-indole-2-carboxylic acid the title compound was prepared by a method analogous to that described in Example 13. MS ES (M++H)=350; [α]D=+94.8° (MeOH, C=1). Starting materials: CCN(C(C)C)C(C)C, CC(C)(C)N, CN(C)C=O, CC(C)C(O)c1cccc(C(=O)O)c1. The product is CC(C)C(O)c1cccc(C(=O)NC(C)(C)C)c1. As a reaction SMILES: [CH2:15]([N:16]([CH:17]([CH3:18])[CH3:19])[CH:20]([CH3:21])[CH3:22])[CH3:23].[CH3:24][C:25]([CH3:26])([CH3:27])[NH2:28].[CH3:29][N:30]([CH3:31])[CH:32]=[O:33].[OH:1][CH:2]([CH:3]([CH3:4])[CH3:5])[c:6]1[cH:7][c:8]([C:9](=[O:10])[OH:11])[cH:12][cH:13][cH:14]1>>[OH:1][CH:2]([CH:3]([CH3:4])[CH3:5])[c:6]1[cH:7][c:8]([C:9](=[O:11])[NH:28][C:25]([CH3:24])([CH3:26])[CH3:27])[cH:12][cH:13][cH:14]1. Reported procedure: To a 100-mL round-bottomed flask was added ethyl N-(tert-butoxycarbonyl)glycyl-3-(6-methoxy-2-pyridinyl)alaninate (1.28 g, 3.36 mmol) and trifluoroacetic acid (5 mL, 67.3 mmol) in DCM (5 mL). The reaction mixture was stirred at room temperature for 3 h. The solvent was removed in vacuo to give the crude ethyl glycyl-3-(6-methoxy-2-pyridinyl)alaninate as a colorless viscous oil, which was used without purification. Yields the product NCC(=O)N[C@@H](CC1=NC(=CC=C1)OC)C(=O)OCC (ethyl glycyl-3-(6-methoxy-2-pyridinyl)alaninate). Starting materials: C(C)(C)(C)OC(=O)NCC(=O)N[C@@H](CC1=NC(=CC=C1)OC)C(=O)OCC (ethyl N-(tert-butoxycarbonyl)glycyl-3-(6-methoxy-2-pyridinyl)alaninate), FC(C(=O)O)(F)F (trifluoroacetic acid). Reaction SMILES: C(OC([NH:8][CH2:9][C:10]([NH:12][C@H:13]([C:23]([O:25][CH2:26][CH3:27])=[O:24])[CH2:14][C:15]1[CH:20]=[CH:19][CH:18]=[C:17]([O:21][CH3:22])[N:16]=1)=[O:11])=O)(C)(C)C.FC(F)(F)C(O)=O>C(Cl)Cl>[NH2:8][CH2:9][C:10]([NH:12][C@H:13]([C:23]([O:25][CH2:26][CH3:27])=[O:24])[CH2:14][C:15]1[CH:20]=[CH:19][CH:18]=[C:17]([O:21][CH3:22])[N:16]=1)=[O:11]. Conditions: time 3 hour. Solvent: C(Cl)Cl (DCM). Starting materials: C1CCNC1, C1COCCO1, O=[N+]([O-])c1cnccc1Cl. The product is O=[N+]([O-])c1cnccc1N1CCCC1. As a reaction SMILES: [CH2:11]1[CH2:12][CH2:13][NH:14][CH2:15]1.[CH2:16]1[O:17][CH2:18][CH2:19][O:20][CH2:21]1.[Cl:1][c:2]1[c:3]([N+:8](=[O:9])[O-:10])[cH:4][n:5][cH:6][cH:7]1>>[c:2]1([N:14]2[CH2:13][CH2:12][CH2:11][CH2:15]2)[c:3]([N+:8](=[O:9])[O-:10])[cH:4][n:5][cH:6][cH:7]1.